The task is: describe an organic reaction: reactants, conditions, products, and yield. This data is from the Open Reaction Database (ORD), a public repository of structured organic reaction records. Starting materials: CCOC(=O)c1cccnc1Nc1ccc(Oc2ccnc3cc(C4CCN(C(=O)OC(C)(C)C)CC4)sc23)c(F)c1, C1CCOC1, Cl, [Na+], [OH-]. Yields the product CC(C)(C)OC(=O)N1CCC(c2cc3nccc(Oc4ccc(Nc5ncccc5C(=O)O)cc4F)c3s2)CC1. As a reaction SMILES: [C:1]([CH3:2])([CH3:3])([CH3:4])[O:5][C:6](=[O:7])[N:8]1[CH2:9][CH2:10][CH:11]([c:14]2[cH:15][c:16]3[n:17][cH:18][cH:19][c:20]([O:23][c:24]4[c:25]([F:42])[cH:26][c:27]([NH:30][c:31]5[c:32]([C:33](=[O:34])[O:35][CH2:36][CH3:37])[cH:38][cH:39][cH:40][n:41]5)[cH:28][cH:29]4)[c:21]3[s:22]2)[CH2:12][CH2:13]1.[CH2:46]1[O:47][CH2:48][CH2:49][CH2:50]1.[ClH:45].[Na+:44].[OH-:43]>>[C:1]([CH3:2])([CH3:3])([CH3:4])[O:5][C:6](=[O:7])[N:8]1[CH2:9][CH2:10][CH:11]([c:14]2[cH:15][c:16]3[n:17][cH:18][cH:19][c:20]([O:23][c:24]4[c:25]([F:42])[cH:26][c:27]([NH:30][c:31]5[c:32]([C:33](=[O:34])[OH:35])[cH:38][cH:39][cH:40][n:41]5)[cH:28][cH:29]4)[c:21]3[s:22]2)[CH2:12][CH2:13]1.